This data is from the Open Reaction Database (ORD), a public repository of structured organic reaction records. The task is: describe an organic reaction: reactants, conditions, products, and yield The reactants are O=C(N(CCCCBr)c1ccc(O)cc1)C(F)(F)F, CS(C)=O, Cl, N#C[Na], O. Yields the product N#CCCCCN(C(=O)C(F)(F)F)c1ccc(O)cc1. Reaction SMILES: [Br:4][CH2:5][CH2:6][CH2:7][CH2:8][N:9]([C:10]([C:11]([F:12])([F:13])[F:14])=[O:15])[c:16]1[cH:17][cH:18][c:19]([OH:22])[cH:20][cH:21]1.[CH3:25][S:26]([CH3:27])=[O:28].[ClH:24].[Na:1][C:2]#[N:3].[OH2:23]>>[C:2](#[N:3])[CH2:5][CH2:6][CH2:7][CH2:8][N:9]([C:10]([C:11]([F:12])([F:13])[F:14])=[O:15])[c:16]1[cH:17][cH:18][c:19]([OH:22])[cH:20][cH:21]1.